describe an organic reaction: reactants, conditions, products, and yield From a dataset of the Open Reaction Database (ORD), a public repository of structured organic reaction records. The reactants are Cl.ClCC=1C(=NC=C(C1)C1=CC(=C(C=C1)C)C)C (3-chloromethyl-5-(3,4-dimethyl-phenyl)-2-methyl-pyridine hydrochloride), CC=1NC=CN1 (2-methylimidazole). Product: Cl.CC=1C=C(C=CC1C)C=1C=C(C(=NC1)C)CN1C(=NC=C1)C (5-(3,4-Dimethyl-phenyl)-2-methyl-3-(2-methyl-imidazol-1-yl-methyl)-pyridine Hydrochloride), solid. Yield: 77.0%. As a reaction SMILES: Cl.[Cl:2][CH2:3][C:4]1[C:5]([CH3:18])=[N:6][CH:7]=[C:8]([C:10]2[CH:15]=[CH:14][C:13]([CH3:16])=[C:12]([CH3:17])[CH:11]=2)[CH:9]=1.[CH3:19][C:20]1[NH:21][CH:22]=[CH:23][N:24]=1>>[ClH:2].[CH3:17][C:12]1[CH:11]=[C:10]([C:8]2[CH:9]=[C:4]([CH2:3][N:21]3[CH:22]=[CH:23][N:24]=[C:20]3[CH3:19])[C:5]([CH3:18])=[N:6][CH:7]=2)[CH:15]=[CH:14][C:13]=1[CH3:16] |f:0.1,3.4|. Procedure: The title compound, MS: m/e=292.2 (M+H+) was obtained as a beige solid (77% yield) by the reaction of 3-chloromethyl-5-(3,4-dimethyl-phenyl)-2-methyl-pyridine hydrochloride (1:1) with 2-methylimidazole (5 eq.), using sodium hydride (3 eq.) as base followed by formation of the hydrochloride salt. Reactants: CC(C)([O-])C.[K+] (Potassium tert-butoxide), C(C)(C)C1=NOC(=N1)N1CCC(CC1)O (1-(3-iso-propyl-1,2,4-oxadiazol-5-yl)piperidin-4-ol), ClC1=NC=NC(=C1C)Cl (4,6-dichloro-5-methylpyrimidine). Run in C1CCOC1 (THF). Conditions: temperature 30 celsius, time 20 hour. Product: ClC1=C(C(=NC=N1)OC1CCN(CC1)C1=NC(=NO1)C(C)C)C (5-(4-(6-chloro-5-methylpyrimidin-4-yloxy)piperidin-1-yl)-3-isopropyl-1,2,4-oxadiazole). Isolated yield 62.5%. RXN SMILES: CC(C)([O-])C.[K+].[CH:7]([C:10]1[N:14]=[C:13]([N:15]2[CH2:20][CH2:19][CH:18]([OH:21])[CH2:17][CH2:16]2)[O:12][N:11]=1)([CH3:9])[CH3:8].[Cl:22][C:23]1[C:28]([CH3:29])=[C:27](Cl)[N:26]=[CH:25][N:24]=1>C1COCC1>[Cl:22][C:23]1[N:24]=[CH:25][N:26]=[C:27]([O:21][CH:18]2[CH2:17][CH2:16][N:15]([C:13]3[O:12][N:11]=[C:10]([CH:7]([CH3:9])[CH3:8])[N:14]=3)[CH2:20][CH2:19]2)[C:28]=1[CH3:29] |f:0.1|. Procedure details: Potassium tert-butoxide (478 mg, 0.00426 moles) was added to a solution of 1-(3-iso-propyl-1,2,4-oxadiazol-5-yl)piperidin-4-ol (0.9 gm, 0.00426 moles) and 4,6-dichloro-5-methylpyrimidine (690 mg, 0.00426 moles) in dry THF (30 ml) at 0° C. and the reaction mixture was stirred for 20 hours at 30° C. The reaction mixture was poured into ice cold water and extracted with ethyl acetate. The organic extract was successively washed with water & brine, dried over sodium sulfate and evaporated under redu... The reactants are COC(C=C1CCC(CC1)COC)=O ((4-Methoxymethyl-cyclohexylidene)-acetic acid methyl ester). Reagents/catalysts: [Pd] (Pd/C). Run in C(C)OC(C)=O (ethylacetate). The product is COC(C[C@@H]1CC[C@H](CC1)COC)=O (trans (4-Methoxymethyl-cyclohexyl)-acetic acid methyl ester). Reaction SMILES: [CH3:1][O:2][C:3](=[O:14])[CH:4]=[C:5]1[CH2:10][CH2:9][CH:8]([CH2:11][O:12][CH3:13])[CH2:7][CH2:6]1>C(OC(=O)C)C.[Pd]>[CH3:1][O:2][C:3](=[O:14])[CH2:4][C@H:5]1[CH2:10][CH2:9][C@H:8]([CH2:11][O:12][CH3:13])[CH2:7][CH2:6]1. Procedure details: Prepared from (4-Methoxymethyl-cyclohexylidene)-acetic acid methyl ester (0.550 g, 3 mmol) by hydrogenation using Pd/C (10%) (0.295 g, 0.3 mmol) in ethylacetate (15 ml). 1/3 cis/trans mixture.